From a dataset of the Open Reaction Database (ORD), a public repository of structured organic reaction records. describe an organic reaction: reactants, conditions, products, and yield Starting materials: FC1=C(OC2=NC=NN3C2=C(C(=C3)OC)C)C=CC(=C1)[N+](=O)[O-] (4-(2-fluoro-4-nitrophenoxy)-6-methoxy-5-methylpyrrolo[2,1-f][1,2,4]triazine), CO (MeOH), [NH4+].[Cl-] (NH4Cl). The reagents and catalysts are [Zn] (Zn). The solvent is C1CCOC1 (THF). Run at temperature 60 celsius. Yields the product FC=1C=C(C=CC1OC1=NC=NN2C1=C(C(=C2)OC)C)N (3-Fluoro-4-(6-methoxy-5-methylpyrrolo[2,1-f][1,2,4]triazin-4-yloxy)benzenamine). Isolated yield 47.3%. RXN SMILES: [F:1][C:2]1[CH:20]=[C:19]([N+:21]([O-])=O)[CH:18]=[CH:17][C:3]=1[O:4][C:5]1[C:10]2=[C:11]([CH3:16])[C:12]([O:14][CH3:15])=[CH:13][N:9]2[N:8]=[CH:7][N:6]=1.CO.[NH4+].[Cl-]>C1COCC1.[Zn]>[F:1][C:2]1[CH:20]=[C:19]([NH2:21])[CH:18]=[CH:17][C:3]=1[O:4][C:5]1[C:10]2=[C:11]([CH3:16])[C:12]([O:14][CH3:15])=[CH:13][N:9]2[N:8]=[CH:7][N:6]=1 |f:2.3|. Procedure details: To a solution of 4-(2-fluoro-4-nitrophenoxy)-6-methoxy-5-methylpyrrolo[2,1-f][1,2,4]triazine (35 mg, 0.11 mmol) in THF (1.0 mL) was added MeOH (1.0 mL) followed by Zn (100 mg, 1.5 mmol) and NH4Cl (43 mg, 0.80 mmol). The reaction was heated at 60° C. for 3 h. The solution was filtered through Celite® and concentrated in vacuo. The product mixture was purified by a SCX cartridge (eluted with ammonia in methanol (2 M) to give the title compound (15 mg, 50%) as a white solid.